This data is from the Open Reaction Database (ORD), a public repository of structured organic reaction records. The task is: describe an organic reaction: reactants, conditions, products, and yield The reactants are [BH4-].[Na+] (NaBH4), C(C1=CC=CC=C1)OC1=CC=C(C=O)C=C1 (4-benzoxybenzaldehyde), COC=1C=C(CCN)C=CC1 (3-methoxyphenethylamine), O.C1(=CC=C(C=C1)S(=O)(=O)O)C (p-toluenesulfonic acid monohydrate). The solvent is C(C)O (ethanol). Conditions: time 1 hour. Product: O(C1=CC=CC=C1)C1=CC=C(CNCCC2=CC(=CC=C2)OC)C=C1 (N-(4-Phenoxybenzyl)-N-(3-methoxyphenethyl)amine). Yield: 76.2%. RXN SMILES: [CH2:1]([O:8][C:9]1[CH:16]=[CH:15][C:12]([CH:13]=O)=[CH:11][CH:10]=1)[C:2]1[CH:7]=[CH:6][CH:5]=[CH:4]C=1.[CH3:17][O:18][C:19]1[CH:20]=[C:21]([CH:25]=[CH:26][CH:27]=1)[CH2:22][CH2:23][NH2:24].O.C1(C)C=CC(S(O)(=O)=O)=CC=1.[BH4-].[Na+]>C(O)C>[O:8]([C:9]1[CH:10]=[CH:11][C:12]([CH2:13][NH:24][CH2:23][CH2:22][C:21]2[CH:25]=[CH:26][CH:27]=[C:19]([O:18][CH3:17])[CH:20]=2)=[CH:15][CH:16]=1)[C:1]1[CH:2]=[CH:7][CH:6]=[CH:5][CH:4]=1 |f:2.3,4.5|. Reported procedure: A solution of 4-benzoxybenzaldehyde (2.5 g, 12.6 mmol), 3-methoxyphenethylamine (1.9 g, 12.6 mmol), a catalytic amount of p-toluenesulfonic acid monohydrate in absolute ethanol (12 mL) was stirred at 80° C. for 1.5 hours. After cooling to room temperature, NaBH4 (0.49 g, 13.0 mmol) was added in portions. The reaction mixture was stirred at 80° C. for 1 hour, then cooled to room temperature, and the ethanol was removed in vacuo. Water was added to the residue and the mixture was extracted with et... Reactants: CCOC(=O)CBr, O=C([O-])[O-], CCc1cc(O)ccc1OCCc1nc(-c2ccccc2)oc1C, [Cs+], [Cs+], CN(C)C=O. Yields the product CCOC(=O)COc1ccc(OCCc2nc(-c3ccccc3)oc2C)c(CC)c1. As a reaction SMILES: [Br:25][CH2:26][C:27](=[O:28])[O:29][CH2:30][CH3:31].[C:32](=[O:33])([O-:34])[O-:35].[CH2:1]([CH3:2])[c:3]1[cH:4][c:5]([OH:24])[cH:6][cH:7][c:8]1[O:9][CH2:10][CH2:11][c:12]1[n:13][c:14](-[c:18]2[cH:19][cH:20][cH:21][cH:22][cH:23]2)[o:15][c:16]1[CH3:17].[Cs+:36].[Cs+:37].[O:38]=[CH:39][N:40]([CH3:41])[CH3:42]>>[CH2:1]([CH3:2])[c:3]1[cH:4][c:5]([O:24][CH2:26][C:27](=[O:28])[O:29][CH2:30][CH3:31])[cH:6][cH:7][c:8]1[O:9][CH2:10][CH2:11][c:12]1[n:13][c:14](-[c:18]2[cH:19][cH:20][cH:21][cH:22][cH:23]2)[o:15][c:16]1[CH3:17]. The reactants are C(C)O (ethanol), O (water), [OH-].[Na+] (sodium hydroxide), C(C1=CC=CC=C1)OC(=O)[C@H]1CC[C@H](CC1)NC(=O)C1(CCCC1)CC(C(=O)O)CCOCC (3-{1-[(cis-4-Benzyloxycarbonyl-cyclohexyl)carbamoyl]cyclopentyl}-2-(2-ethoxyethyl)propanoic acid). Solvent: O1CCOCC1 (1,4-dioxan). Reaction conditions: time 20 hour. Product: C(=O)(O)[C@H]1CC[C@H](CC1)NC(=O)C1(CCCC1)CC(C(=O)O)CCOCC (3-{1-[(cis-4-Carboxy-cyclohexyl)carbamoyl]cyclopentyl}-2-(2-ethoxyethyl)propanoic acid). Yield: 88.2%. Reaction SMILES: C([O:8][C:9]([C@@H:11]1[CH2:16][CH2:15][C@H:14]([NH:17][C:18]([C:20]2([CH2:25][CH:26]([CH2:30][CH2:31][O:32][CH2:33][CH3:34])[C:27]([OH:29])=[O:28])[CH2:24][CH2:23][CH2:22][CH2:21]2)=[O:19])[CH2:13][CH2:12]1)=[O:10])C1C=CC=CC=1.C(O)C.O.[OH-].[Na+]>O1CCOCC1>[C:9]([C@@H:11]1[CH2:16][CH2:15][C@H:14]([NH:17][C:18]([C:20]2([CH2:25][CH:26]([CH2:30][CH2:31][O:32][CH2:33][CH3:34])[C:27]([OH:29])=[O:28])[CH2:24][CH2:23][CH2:22][CH2:21]2)=[O:19])[CH2:13][CH2:12]1)([OH:10])=[O:8] |f:3.4|. Reported procedure: 3-{1-[(cis-4-Benzyloxycarbonyl-cyclohexyl)carbamoyl]cyclopentyl}-2-(2-ethoxyethyl)propanoic acid (225 mg, 0.476 mmole) was dissolved in 1,4-dioxan (20 ml), ethanol (4 ml) and water (6 ml) and was treated with 1N sodium hydroxide solution (2.4 ml, 2.4 mmole). After 20 hours at room temperature, the solution was evaporated to half volume, diluted with water (20 ml) and washed with diethyl ether. The aqueous layer was separated, acidified with 2N hydrochloric acid and extracted with ethyl acetate (... Starting materials: C(C)NC1=CC=C(CCC(=O)NC(C(=O)OCC)C(=O)OCC)C=C1 (diethyl 4-ethylaminobenzylacetamidomalonate), C(C=C)Br (allyl bromide), N12CCCN=C2CCC1 (1,5-diazabicyclo-[4.3.0] non-5-ene). The solvent is O1CCCC1 (tetrahydrofuran). Product: C(C=C)CCNC1=CC=C(CCC(=O)NC(C(=O)OCC)C(=O)OCC)C=C1 (diethyl 4-(allylethylamino)benzylacetamidomalonate). Reaction SMILES: [CH2:1]([NH:3][C:4]1[CH:25]=[CH:24][C:7]([CH2:8][CH2:9][C:10]([NH:12][CH:13]([C:19]([O:21][CH2:22][CH3:23])=[O:20])[C:14]([O:16][CH2:17][CH3:18])=[O:15])=[O:11])=[CH:6][CH:5]=1)[CH3:2].[CH2:26](Br)[CH:27]=[CH2:28].N12CCCC1=NCCC2>O1CCCC1>[CH2:28]([CH2:2][CH2:1][NH:3][C:4]1[CH:25]=[CH:24][C:7]([CH2:8][CH2:9][C:10]([NH:12][CH:13]([C:19]([O:21][CH2:22][CH3:23])=[O:20])[C:14]([O:16][CH2:17][CH3:18])=[O:15])=[O:11])=[CH:6][CH:5]=1)[CH:27]=[CH2:26]. Reported procedure: Working as in Example F, but starting with 8 g of diethyl 4-ethylaminobenzylacetamidomalonate, 4 ml of allyl bromide and 5.82 ml of 1,5-diazabicyclo-[4.3.0] non-5-ene in 50 ml of tetrahydrofuran, and after purification by flash chromatography (eluent: 90/10 CH2Cl2/EtOAc by volume), 5.6 g of a solid are obtained, which solid is recrystallized from 35 ml of cyclohexane. 5.43 g of diethyl 4-(allylethylamino)benzylacetamidomalonate are thus obtained in the form of a white solid melting at 86° C.